describe an organic reaction: reactants, conditions, products, and yield From a dataset of the Open Reaction Database (ORD), a public repository of structured organic reaction records. Yields the product COC(=O)C(C)(C)c1ccc(C(=O)Nc2ccc(Cl)cc2C(=O)Nc2ccc(Cl)cn2)cc1. The reactants are COC(=O)C(C)(C)c1ccc(C(=O)Cl)cc1, CN(C)c1ccncc1, ClCCl, Nc1ccc(Cl)cc1C(=O)Nc1ccc(Cl)cn1. RXN SMILES: [CH3:1][O:2][C:3]([C:4]([CH3:5])([CH3:6])[c:7]1[cH:8][cH:9][c:10]([C:13](=[O:14])[Cl:15])[cH:11][cH:12]1)=[O:16].[CH3:38][N:39]([c:40]1[cH:41][cH:42][n:43][cH:44][cH:45]1)[CH3:46].[Cl:35][CH2:36][Cl:37].[NH2:17][c:18]1[c:19]([C:20](=[O:21])[NH:22][c:23]2[n:24][cH:25][c:26]([Cl:29])[cH:27][cH:28]2)[cH:30][c:31]([Cl:34])[cH:32][cH:33]1>>[CH3:1][O:2][C:3]([C:4]([CH3:5])([CH3:6])[c:7]1[cH:8][cH:9][c:10]([C:13](=[O:14])[NH:17][c:18]2[c:19]([C:20](=[O:21])[NH:22][c:23]3[n:24][cH:25][c:26]([Cl:29])[cH:27][cH:28]3)[cH:30][c:31]([Cl:34])[cH:32][cH:33]2)[cH:11][cH:12]1)=[O:16]. Starting materials: N1(N=CC=C1)C1=CC=C(CC=2C(=NC3=CC=C(C=C3C2Cl)Br)Cl)C=C1 (3-(4-(1H-pyrazol-1-yl)benzyl)-6-bromo-2,4-dichloroquinoline), N1(N=CC=C1)C1=CC=C(CC=2C(=NC3=CC=C(C=C3C2Cl)Br)Cl)C=C1 (3-(4-(1H-pyrazol-1-yl)benzyl)-6-bromo-2,4-dichloroquinoline), N1CCC1 (azetidine), CN(C)C=O (DMF). Solvent: CCOC(=O)C (EtOAc). Run at temperature 100 celsius. Yields the product N1(N=CC=C1)C1=CC=C(CC=2C(=NC3=CC=C(C=C3C2Cl)Br)N2CCC2)C=C1 (3-(4-(1H-pyrazol-1-yl)benzyl)-2-(azetidin-1-yl)-6-bromo-4-chloroquinoline). RXN SMILES: [N:1]1([C:6]2[CH:25]=[CH:24][C:9]([CH2:10][C:11]3[C:12](Cl)=[N:13][C:14]4[C:19]([C:20]=3[Cl:21])=[CH:18][C:17]([Br:22])=[CH:16][CH:15]=4)=[CH:8][CH:7]=2)[CH:5]=[CH:4][CH:3]=[N:2]1.[NH:26]1[CH2:29][CH2:28][CH2:27]1.CN(C=O)C>CCOC(C)=O>[N:1]1([C:6]2[CH:25]=[CH:24][C:9]([CH2:10][C:11]3[C:12]([N:26]4[CH2:29][CH2:28][CH2:27]4)=[N:13][C:14]4[C:19]([C:20]=3[Cl:21])=[CH:18][C:17]([Br:22])=[CH:16][CH:15]=4)=[CH:8][CH:7]=2)[CH:5]=[CH:4][CH:3]=[N:2]1. Reported procedure: 3-(4-(1H-Pyrazol-1-yl)benzyl)-6-bromo-2,4-dichloroquinoline (2.50 g, 5.77 mmol, Intermediate 4: step c), azetidine (988 mg, 17.3 mmol), and DMF (30 mL) were combined in a reaction tube, then sealed and heated to 100° C. and maintained at that temperature overnight. The vessel was then cooled and contents were transferred to a separatory funnel with EtOAc dilution, then extracted three times with deionized water. The organic phase was separated, dried over MgSO4, filtered and concentrated under r... Yields the product COCCCNc1cc(Cl)ccc1[N+](=O)[O-]. Starting materials: COCCCN, O=[N+]([O-])c1ccc(Cl)cc1F. As a reaction SMILES: [CH3:12][O:13][CH2:14][CH2:15][CH2:16][NH2:17].[Cl:1][c:2]1[cH:3][c:4]([F:11])[c:5]([N+:8](=[O:9])[O-:10])[cH:6][cH:7]1>>[Cl:1][c:2]1[cH:3][c:4]([NH:17][CH2:16][CH2:15][CH2:14][O:13][CH3:12])[c:5]([N+:8](=[O:9])[O-:10])[cH:6][cH:7]1. Starting materials: C(C)(C)N (isopropylamine), C1(CCCCC1)C(C1=CC=C(C(=O)NCCC(=O)O)C=C1)NC=1C=NC(=CC1)N1N=CC(=C1)C(F)(F)F ((+/−)-3-(4-(cyclohexyl(6-(4-(trifluoromethyl)-1H-pyrazol-1-yl)pyridine-3-ylamino)methyl)benzamido)propanoic acid), C(C)O (ethanol). The solvent is C(=O)=O (CO2). The product is C1(CCCCC1)C(C1=CC=C(C(=O)NCCC(=O)O)C=C1)NC=1C=NC(=CC1)N1N=CC(=C1)C(F)(F)F (3-(4-(cyclohexyl(6-(4-(trifluoromethyl)-1H-pyrazol-1-yl)pyridine-3-ylamino)methyl)benzamido)propanoic acid), C(C)(C)[NH3+] (isopropylammonium). RXN SMILES: [CH:1]1([CH:7]([NH:22][C:23]2[CH:24]=[N:25][C:26]([N:29]3[CH:33]=[C:32]([C:34]([F:37])([F:36])[F:35])[CH:31]=[N:30]3)=[CH:27][CH:28]=2)[C:8]2[CH:21]=[CH:20][C:11]([C:12]([NH:14][CH2:15][CH2:16][C:17]([OH:19])=[O:18])=[O:13])=[CH:10][CH:9]=2)[CH2:6][CH2:5][CH2:4][CH2:3][CH2:2]1.C(O)C.[CH:41]([NH2:44])([CH3:43])[CH3:42]>C(=O)=O>[CH:1]1([CH:7]([NH:22][C:23]2[CH:24]=[N:25][C:26]([N:29]3[CH:33]=[C:32]([C:34]([F:35])([F:36])[F:37])[CH:31]=[N:30]3)=[CH:27][CH:28]=2)[C:8]2[CH:9]=[CH:10][C:11]([C:12]([NH:14][CH2:15][CH2:16][C:17]([OH:19])=[O:18])=[O:13])=[CH:20][CH:21]=2)[CH2:6][CH2:5][CH2:4][CH2:3][CH2:2]1.[CH:41]([NH3+:44])([CH3:43])[CH3:42]. Reported procedure: (+\)-3-(4-(cyclohexyl(6-(4-(trifluoromethyl)-1H-pyrazol-1-yl)pyridine-3-ylamino)methyl)benzamido)propanoic acid (Example 101) was resolved by SFC (Column: Chiralpak AD-H 25×4.6 mm; mobile phase: 25% ethanol in CO2; modifier: 0.2% isopropylamine; flow rate: 2.5 mL/min) to provide 3-(4-(cyclohexyl(6-(4-(trifluoromethyl)-1H-pyrazol-1-yl)pyridine-3-ylamino)methyl)benzamido)propanoic acid, Isomer 1 (retention time: 6.93 min) and 3-(4-(cyclohexyl(6-(4-(trifluoromethyl)-1H-pyrazol-1-yl)pyridine-3-ylami... Starting materials: CCCCc1cc2ccccc2c(Oc2ccc(C=O)cc2)c1-c1ccc(F)cc1, CCOC(=O)CP(=O)(OCC)OCC, [Li]CCCC. Yields the product CCCCc1cc2ccccc2c(Oc2ccc(C=CC(=O)OCC)cc2)c1-c1ccc(F)cc1. As a reaction SMILES: [CH2:1]([CH2:2][CH2:3][CH3:4])[c:5]1[c:6](-[c:24]2[cH:25][cH:26][c:27]([F:30])[cH:28][cH:29]2)[c:7]([O:15][c:16]2[cH:17][cH:18][c:19]([CH:20]=[O:21])[cH:22][cH:23]2)[c:8]2[cH:9][cH:10][cH:11][cH:12][c:13]2[cH:14]1.[CH3:31][CH2:32][O:33][C:34](=[O:35])[CH2:36][P:37]([O:38][CH2:39][CH3:40])([O:41][CH2:42][CH3:43])=[O:44].[CH3:45][CH2:46][CH2:47][CH2:48][Li:49]>>[CH2:1]([CH2:2][CH2:3][CH3:4])[c:5]1[c:6](-[c:24]2[cH:25][cH:26][c:27]([F:30])[cH:28][cH:29]2)[c:7]([O:15][c:16]2[cH:17][cH:18][c:19]([CH:20]=[CH:36][C:34]([O:33][CH2:32][CH3:31])=[O:35])[cH:22][cH:23]2)[c:8]2[cH:9][cH:10][cH:11][cH:12][c:13]2[cH:14]1.